The task is: describe an organic reaction: reactants, conditions, products, and yield. This data is from the Open Reaction Database (ORD), a public repository of structured organic reaction records. Reactants: BrCC1=CC(=NO1)C(=O)N[C@H](CN1N=C(C=C1)C1=CC(=C(C(=C1)F)C#N)Cl)C ((S)-5-(Bromomethyl)-N-(1-(3-(3-chloro-4-cyano-5-fluorophenyl)-1H-pyrazol-1-yl)propan-2-yl)isoxazole-3-carboxamide), N1C=NC=C1 (Imidazole). The solvent is CCOC(=O)C (EtOAc), CN(C)C=O (DMF). Conditions: time 2.5 hour. Yields the product N1(C=NC=C1)CC1=CC(=NO1)C(=O)N[C@H](CN1N=C(C=C1)C1=CC(=C(C(=C1)F)C#N)Cl)C ((S)-5-((1H-Imidazol-1-yl)methyl)-N-(1-(3-(3-chloro-4-cyano-5-fluorophenyl)-1H-pyrazol-1-yl)propan-2-yl)isoxazole-3-carboxamide). The yield is 27.3%. As a reaction SMILES: Br[CH2:2][C:3]1[O:7][N:6]=[C:5]([C:8]([NH:10][C@@H:11]([CH3:28])[CH2:12][N:13]2[CH:17]=[CH:16][C:15]([C:18]3[CH:23]=[C:22]([F:24])[C:21]([C:25]#[N:26])=[C:20]([Cl:27])[CH:19]=3)=[N:14]2)=[O:9])[CH:4]=1.[NH:29]1[CH:33]=[CH:32][N:31]=[CH:30]1>CN(C=O)C.CCOC(C)=O>[N:29]1([CH2:2][C:3]2[O:7][N:6]=[C:5]([C:8]([NH:10][C@@H:11]([CH3:28])[CH2:12][N:13]3[CH:17]=[CH:16][C:15]([C:18]4[CH:23]=[C:22]([F:24])[C:21]([C:25]#[N:26])=[C:20]([Cl:27])[CH:19]=4)=[N:14]3)=[O:9])[CH:4]=2)[CH:33]=[CH:32][N:31]=[CH:30]1. Reported procedure: (S)-5-(Bromomethyl)-N-(1-(3-(3-chloro-4-cyano-5-fluorophenyl)-1H-pyrazol-1-yl)propan-2-yl)isoxazole-3-carboxamide (0.137 mmol, 0.064 g) was suspended in DMF (5 ml). Imidazole (2.74 mmol, 0.187 g) was added and the resulting mixture was stirred at RT for 2.5 h. The reaction mixture was heated to 60° C. for 1.5 h. The mixture was diluted with EtOAc and washed four times with water. The organic phase was dried, filtered and evaporated. The crude product was purified by preparative HPLC. 0.017 g of ... Reactants: Cl (HCl), ClC1=CC=C2N1CCN(C21CCN(CC1)C(=O)OC(C)(C)C)C (tert-butyl 6-chloro-2-methyl-spiro[3,4-dihydropyrrolo[1,2-a]pyrazine-1,4′-piperidine]-1′-carboxylate). Run in ClCCl (dichloromethane). Run at temperature 40 celsius, time 1 hour. Product: Cl.Cl.ClC1=CC=C2N1CCN(C21CCNCC1)C (6′-chloro-2′-methyl-3′,4′-dihydro-2′H-spiro[piperidine-4,1′-pyrrolo[1,2-a]pyrazine]dihydrochloride). Reaction SMILES: [ClH:1].[Cl:2][C:3]1[N:7]2[CH2:8][CH2:9][N:10]([CH3:24])[C:11]3([CH2:16][CH2:15][N:14](C(OC(C)(C)C)=O)[CH2:13][CH2:12]3)[C:6]2=[CH:5][CH:4]=1>ClCCl>[ClH:2].[ClH:1].[Cl:2][C:3]1[N:7]2[CH2:8][CH2:9][N:10]([CH3:24])[C:11]3([CH2:16][CH2:15][NH:14][CH2:13][CH2:12]3)[C:6]2=[CH:5][CH:4]=1 |f:3.4.5|. Reported procedure: HCl (1.84 mL of 4 M in dioxanes, 7.34 mmol) was added to a solution of tert-butyl 6-chloro-2-methyl-spiro[3,4-dihydropyrrolo[1,2-a]pyrazine-1,4′-piperidine]-1′-carboxylate (624 mg, 1.84 mmol) in dichloromethane (2 mL) and was stirred at 40° C. for 1 hour. The reaction was evaporated to dryness to yield 6′-chloro-2′-methyl-3′,4′-dihydro-2′H-spiro[piperidine-4,1′-pyrrolo[1,2-a]pyrazine]dihydrochloride (quantitative) that was used without further purification. ESI-MS m/z calc. 239.1, found 240.3 (M...